Dataset: the Open Reaction Database (ORD), a public repository of structured organic reaction records. Task: describe an organic reaction: reactants, conditions, products, and yield The reactants are O=C([O-])[O-], CS(=O)(=O)Oc1cccc(B(O)O)c1, CC#N, [K+], [K+], CC(C)(C)OC(=O)NC1(C(=O)NC(Cc2ccc(I)cc2)C(N)=O)CCOCC1, O. Yields the product CC(C)(C)OC(=O)NC1(C(=O)NC(Cc2ccc(-c3cccc(OS(C)(=O)=O)c3)cc2)C(N)=O)CCOCC1. Reaction SMILES: [C:44](=[O:45])([O-:46])[O-:47].[CH3:30][S:31](=[O:32])(=[O:33])[O:34][c:35]1[cH:36][c:37]([B:41]([OH:42])[OH:43])[cH:38][cH:39][cH:40]1.[CH3:50][C:51]#[N:52].[K+:48].[K+:49].[NH2:1][C:2]([CH:3]([CH2:4][c:5]1[cH:6][cH:7][c:8]([I:11])[cH:9][cH:10]1)[NH:12][C:13](=[O:14])[C:15]1([NH:21][C:22]([O:23][C:24]([CH3:25])([CH3:26])[CH3:27])=[O:28])[CH2:16][CH2:17][O:18][CH2:19][CH2:20]1)=[O:29].[OH2:53]>>[NH2:1][C:2]([CH:3]([CH2:4][c:5]1[cH:6][cH:7][c:8](-[c:37]2[cH:36][c:35]([O:34][S:31]([CH3:30])(=[O:32])=[O:33])[cH:40][cH:39][cH:38]2)[cH:9][cH:10]1)[NH:12][C:13](=[O:14])[C:15]1([NH:21][C:22]([O:23][C:24]([CH3:25])([CH3:26])[CH3:27])=[O:28])[CH2:16][CH2:17][O:18][CH2:19][CH2:20]1)=[O:29]. Starting materials: suspension, one, C1(=CC=CC=C1)S (Thiophenol), C1(=CC=CC=C1)SC[C@H](N)C(=O)O (S-phenyl-L-cysteine), N[C@@H](CO)C(=O)O (L-serine), one, Cl (hydrochloric acid). Conditions: time 5 minute. Product: N[C@@H](CC1=CNC2=CC=CC=C12)C(=O)O (L-tryptophan). As a reaction SMILES: [NH2:1][C@H:2]([C:5]([OH:7])=[O:6])[CH2:3]O.[C:8]1(S)[CH:13]=[CH:12][CH:11]=[CH:10][CH:9]=1.Cl.C1(S[CH2:23][C@@H:24](C(O)=O)[NH2:25])C=CC=CC=1>>[NH2:1][C@H:2]([C:5]([OH:7])=[O:6])[CH2:3][C:23]1[C:13]2[C:8](=[CH:9][CH:10]=[CH:11][CH:12]=2)[NH:25][CH:24]=1. Procedure details: Placed in a 100-ml Erlenmeyer flask were 19 ml of one of the L-serine solutions and 0.2 ml of one of the PLP solution. Thiophenol (0.5 ml) was added, followed by incubation at 35° C. for 5 minutes. The cell suspension (0.5 ml) was added, followed by incubation for 60 minutes under shaking. Sixty minutes later, 1 ml of 35% hydrochloric acid was added to terminate the reaction, and the concentration of S-phenyl-L-cysteine in the solution was quantitated by HPLC. The amount (g) of S-phenyl-L-cystei...